From a dataset of the Open Reaction Database (ORD), a public repository of structured organic reaction records. describe an organic reaction: reactants, conditions, products, and yield The reactants are Cl, O=C1CCOc2cc(C(F)(F)F)ccc21, CON, c1ccncc1. The product is CON=C1CCOc2cc(C(F)(F)F)ccc21. As a reaction SMILES: [ClH:16].[F:1][C:2]([c:3]1[cH:4][cH:5][c:6]2[c:11]([cH:12]1)[O:10][CH2:9][CH2:8][C:7]2=[O:13])([F:14])[F:15].[O:17]([CH3:18])[NH2:19].[cH:20]1[cH:21][cH:22][n:23][cH:24][cH:25]1>>[F:1][C:2]([c:3]1[cH:4][cH:5][c:6]2[c:11]([cH:12]1)[O:10][CH2:9][CH2:8][C:7]2=[N:19][O:17][CH3:18])([F:14])[F:15]. The reactants are NC=1C=C2CCCC(C2=CC1)=O (6-amino-3,4-dihydro-2H-naphthalen-1-one), C1(=CC=CC=C1)S(=O)(=O)Cl (benzenesulfonyl chloride). The solvent is O (water), N1=CC=CC=C1 (pyridine). Reaction conditions: temperature 23 celsius, time 24 hour. Product: O=C1C=2C=CC(=CC2CCC1)NS(=O)(=O)C1=CC=CC=C1 (N-(5-oxo-5,6,7,8-tetrahydro-naphthalen-2-yl)-benzenesulfonamide). RXN SMILES: [NH2:1][C:2]1[CH:3]=[C:4]2[C:9](=[CH:10][CH:11]=1)[C:8](=[O:12])[CH2:7][CH2:6][CH2:5]2.[C:13]1([S:19](Cl)(=[O:21])=[O:20])[CH:18]=[CH:17][CH:16]=[CH:15][CH:14]=1>N1C=CC=CC=1.O>[O:12]=[C:8]1[CH2:7][CH2:6][CH2:5][C:4]2[CH:3]=[C:2]([NH:1][S:19]([C:13]3[CH:18]=[CH:17][CH:16]=[CH:15][CH:14]=3)(=[O:21])=[O:20])[CH:11]=[CH:10][C:9]1=2. Procedure details: To a solution of 0.46 gram (2.85 mmole) 6-amino-3,4-dihydro-2H-naphthalen-1-one in 25 mL pyridine was added 0.605 grams (3.42 mmoles) benzenesulfonyl chloride. The reaction mixture was stirred at 23° C. for 24 hours. The mixture was diluted with 100 mL water and extracted with 200 mL ethyl acetate. The organic phase was dried (magnesium sulfate) and concentrated under reduced pressure. The residue was subjected to low pressure column chromatography over silica gel 230-400 mesh eluting with 50% e... Starting materials: C(C)(C)(C)OC(=O)N1C[C@@H]([C@H](CC1)C1=CC=C(C=C1)OCCCOCC1=C(C=CC=C1)OC)OCC1=CC=C2CCCN(C2=C1)CCO ((3R,4R)-3-[1-(2-hydroxy-ethyl)-1,2,3,4-tetrahydro-quinolin-7-ylmethoxy]-4-[4-[3-(2-methoxy-benzyloxy)-propoxy]-phenyl]-piperidine-1-carboxylic acid tert-butyl ester), Cl.CO (HCl methanol). Product: COC1=C(COCCCOC2=CC=C(C=C2)[C@@H]2[C@H](CNCC2)OCC2=CC=C3CCCN(C3=C2)CCO)C=CC=C1 ((3R,4R)-2-[7-[4-[4-[3-(2-methoxy-benzyloxy)-propoxy]-phenyl]-piperidin-3-yloxymethyl]-3,4-dihydro-2H-quinolin-1-yl]-ethanol). Reaction SMILES: C(OC([N:8]1[CH2:13][CH2:12][C@H:11]([C:14]2[CH:19]=[CH:18][C:17]([O:20][CH2:21][CH2:22][CH2:23][O:24][CH2:25][C:26]3[CH:31]=[CH:30][CH:29]=[CH:28][C:27]=3[O:32][CH3:33])=[CH:16][CH:15]=2)[C@@H:10]([O:34][CH2:35][C:36]2[CH:45]=[C:44]3[C:39]([CH2:40][CH2:41][CH2:42][N:43]3[CH2:46][CH2:47][OH:48])=[CH:38][CH:37]=2)[CH2:9]1)=O)(C)(C)C.Cl.CO>>[CH3:33][O:32][C:27]1[CH:28]=[CH:29][CH:30]=[CH:31][C:26]=1[CH2:25][O:24][CH2:23][CH2:22][CH2:21][O:20][C:17]1[CH:16]=[CH:15][C:14]([C@H:11]2[CH2:12][CH2:13][NH:8][CH2:9][C@@H:10]2[O:34][CH2:35][C:36]2[CH:45]=[C:44]3[C:39]([CH2:40][CH2:41][CH2:42][N:43]3[CH2:46][CH2:47][OH:48])=[CH:38][CH:37]=2)=[CH:19][CH:18]=1 |f:1.2|. Procedure: In analogy to the procedure described in example 4(b), the (3R,4R)-3-[1-(2-hydroxy-ethyl)-1,2,3,4-tetrahydro-quinolin-7-ylmethoxy]-4-[4-[3-(2-methoxy-benzyloxy)-propoxy]-phenyl]-piperidine-1-carboxylic acid tert-butyl ester was deprotected with HCl/methanol to yield the (3R,4R)-2-[7-[4-[4-[3-(2-methoxy-benzyloxy)-propoxy]-phenyl]-piperidin-3-yloxymethyl]-3,4-dihydro-2H-quinolin-1-yl]-ethanol as a light yellow oil; MS: 561 (M+H)+.